Dataset: the Open Reaction Database (ORD), a public repository of structured organic reaction records. Task: describe an organic reaction: reactants, conditions, products, and yield Starting materials: C(C)OC(=O)C=1N=C(SC1N)C(C)C (5-amino-2-isopropyl-thiazole-4-carboxylic acid ethyl ester), C(C)OC(=O)C=1N=C(SC1NC=1C=NC=CC1)C(C)C (2-isopropyl-5-(pyridin-3-ylamino)-thiazole-4-carboxylic acid ethyl ester), C(C)(C)C=1SC(=C(N1)C(=O)O)NC=1C=NC=CC1 (2-isopropyl-5-(pyridin-3-ylamino)-thiazole-4-carboxylic acid). Yields the product CC1=CC=CC(=N1)NC(=O)C=1N=C(SC1NC=1C=NC=CC1)C(C)C (2-Isopropyl-5-(pyridin-3-ylamino)-thiazole-4-carboxylic acid (6-methyl-pyridin-2-yl)-amide). Reaction SMILES: C(O[C:4]([C:6]1[N:7]=[C:8]([CH:12]([CH3:14])C)S[C:10]=1N)=O)C.C(O[C:18]([C:20]1[N:21]=[C:22]([CH:32]([CH3:34])[CH3:33])[S:23][C:24]=1[NH:25][C:26]1[CH:27]=[N:28][CH:29]=[CH:30][CH:31]=1)=[O:19])C.C(C1SC(NC2C=NC=CC=2)=C(C(O)=O)[N:42]=1)(C)C>>[CH3:10][C:6]1[N:7]=[C:8]([NH:42][C:18]([C:20]2[N:21]=[C:22]([CH:32]([CH3:33])[CH3:34])[S:23][C:24]=2[NH:25][C:26]2[CH:27]=[N:28][CH:29]=[CH:30][CH:31]=2)=[O:19])[CH:12]=[CH:14][CH:4]=1. Procedure: The title compound, MS (ISP): m/e=352.3 (M+H+), was prepared as for example 153, steps A to G. Step C was performed using isobutyryl chloride, and yielded cyano-isobutyrylamino-acetic acid ethyl ester, which was cyclized to 5-amino-2-isopropyl-thiazole-4-carboxylic acid ethyl ester in step D. This was used in step E to generate 2-isopropyl-5-(pyridin-3-ylamino)-thiazole-4-carboxylic acid ethyl ester, which was hydrolized to 2-isopropyl-5-(pyridin-3-ylamino)-thiazole-4-carboxylic acid in step F. ... The reactants are CS(C)=O, Cc1ccc(S(=O)(=O)OCC2CCc3cc(F)cc(-c4ccccc4Cl)c3O2)cc1, [N-]=[N+]=[N-], [Na+]. Yields the product [N-]=[N+]=NCC1CCc2cc(F)cc(-c3ccccc3Cl)c2O1. RXN SMILES: [CH3:35][S:36](=[O:37])[CH3:38].[Cl:1][c:2]1[c:3](-[c:8]2[cH:9][c:10]([F:30])[cH:11][c:12]3[c:17]2[O:16][CH:15]([CH2:18][O:19][S:20]([c:21]2[cH:22][cH:23][c:24]([CH3:25])[cH:26][cH:27]2)(=[O:28])=[O:29])[CH2:14][CH2:13]3)[cH:4][cH:5][cH:6][cH:7]1.[N-:32]=[N+:33]=[N-:34].[Na+:31]>>[Cl:1][c:2]1[c:3](-[c:8]2[cH:9][c:10]([F:30])[cH:11][c:12]3[c:17]2[O:16][CH:15]([CH2:18][N:32]=[N+:33]=[N-:34])[CH2:14][CH2:13]3)[cH:4][cH:5][cH:6][cH:7]1. The reactants are C(#N)C=1C=C(C=CC1)S(=O)(=O)NC (3-cyano-N-methyl-benzenesulfonamide), Cl (HCl), [H][H] (hydrogen), [H][H] (hydrogen). The reagents and catalysts are [Pd] (Palladium on Carbon). Run in CO (MeOH), O (water). Run at time 2 day. The product is Cl.NCC=1C=C(C=CC1)S(=O)(=O)NC (3-aminomethyl-N-methyl-benzenesulfonamide hydrochloride). Reaction SMILES: [C:1]([C:3]1[CH:4]=[C:5]([S:9]([NH:12][CH3:13])(=[O:11])=[O:10])[CH:6]=[CH:7][CH:8]=1)#[N:2].[ClH:14].[H][H]>CO.O.[Pd]>[ClH:14].[NH2:2][CH2:1][C:3]1[CH:4]=[C:5]([S:9]([NH:12][CH3:13])(=[O:11])=[O:10])[CH:6]=[CH:7][CH:8]=1 |f:6.7|. Reported procedure: To a solution of 3-cyano-N-methyl-benzenesulfonamide (4.88 g, 2.49 mmol) in MeOH (160 mL) is added concentrated HCl in water (16 mL) followed by the addition of Palladium on Carbon (10 wt %, 50 wt % water, 1.6 g). With magnetic stirring, the reaction is alternately placed under vacuum and 1 atmosphere of hydrogen (balloon) for three cycles. The reaction is then left under 1 atmosphere of hydrogen with stirring for 2 days. The reaction is filtered through celite and fresh Palladium on Carbon (10 ... Yields the product C(C1=CC=CC=C1)NC=1C2=CC=CC=C2N=C2CCCC(C12)O (9-Benzylamino-1,2,3,4-tetrahydroacridin-1-ol). As a reaction SMILES: [CH2:1]([NH:8][C:9]1[C:10]2[C:15]([N:16]=[C:17]3[C:22]=1[C:21](=[O:23])[CH2:20][CH2:19][CH2:18]3)=[CH:14][CH:13]=[CH:12][CH:11]=2)[C:2]1[CH:7]=[CH:6][CH:5]=[CH:4][CH:3]=1.[H-].[NH4+].[Cl-]>O1CCCC1.CCOCC>[CH2:1]([NH:8][C:9]1[C:10]2[C:15]([N:16]=[C:17]3[C:22]=1[CH:21]([OH:23])[CH2:20][CH2:19][CH2:18]3)=[CH:14][CH:13]=[CH:12][CH:11]=2)[C:2]1[CH:7]=[CH:6][CH:5]=[CH:4][CH:3]=1 |f:2.3|. Run at time 0.5 hour. Starting materials: C(C1=CC=CC=C1)NC=1C2=CC=CC=C2N=C2CCCC(C12)=O (9-benzylamino-3,4-dihydroacridin-1(2H)-one), [H-] (hydride), [NH4+].[Cl-] (NH4Cl). The solvent is O1CCCC1 (tetrahydrofuran), CCOCC (ether). Procedure: In 75 ml of dry tetrahydrofuran was dissolved 3.81 g of 9-benzylamino-3,4-dihydroacridin-1(2H)-one with mechanical stirring. The solution was cooled in ice under N2 and 5.9 ml (0.5 eq) of 1.1M LiAl4 solution in ether was added dropwise. After 0.5 hour the reaction was complete based on thin layer chromatography analysis. The excess hydride was neutralized with 0.5 ml of saturated NH4Cl solution and the inorganic salts were extracted into 30% potassium hydroxide. The tetrahydrofuran solution was ... The yield is 75.4%. The reactants are N#N (N2), crude product, ClC=1N=C(C2=C(N1)C=C(S2)CN2CCN(CC2)C(C(=O)N)(C)C)N2CCOCC2 (2-(4-((2-chloro-4-morpholinothieno[3,2-d]pyrimidin-6-yl)methyl)piperazin-1-yl)-2-methylpropanamide), C([O-])([O-])=O.[Na+].[Na+] (sodium carbonate), solution, C(C)(C)(C)P(C(C)(C)C)C(C)(C)C (tri-tert-butylphosphine), BrC1=CN=C(C2=CC=CC=C12)N (4-bromoisoquinolin-1-amine), bispinacol ester boronate, C(C)(=O)[O-].[K+] (potassium acetate), solution. The reagents and catalysts are C1=CC=C(C=C1)P([C-]2C=CC=C2)C3=CC=CC=C3.C1=CC=C(C=C1)P([C-]2C=CC=C2)C3=CC=CC=C3.Cl[Pd]Cl.[Fe+2] ([1,1′-bis(diphenylphosphino)ferrocene]dichloropalladium(II)), C(C)(=O)[O-].[Pd+2].C(C)(=O)[O-] (Palladium acetate). Solvent: ClCCl (dichloromethane), C(Cl)Cl (DCM), C(Cl)Cl (DCM), C1(=CC=CC=C1)C (toluene), O1CCOCC1 (1,4-dioxane), O1CCOCC1 (1,4-dioxane). Reaction conditions: temperature 80 celsius. Product: NC1=NC=C(C2=CC=CC=C12)C=1N=C(C2=C(N1)C=C(S2)CN2CCN(CC2)C(C(=O)N)(C)C)N2CCOCC2 (2-(4-((2-(1-aminoisoquinolin-4-yl)-4-morpholinothieno[3,2-d]pyrimidin-6-yl)methyl)piperazin-1-yl)-2-methylpropanamide). Isolated yield 16.2%. As a reaction SMILES: Br[C:2]1[C:11]2[C:6](=[CH:7][CH:8]=[CH:9][CH:10]=2)[C:5]([NH2:12])=[N:4][CH:3]=1.C([O-])(=O)C.[K+].N#N.Cl[C:21]1[N:22]=[C:23]([N:43]2[CH2:48][CH2:47][O:46][CH2:45][CH2:44]2)[C:24]2[S:29][C:28]([CH2:30][N:31]3[CH2:36][CH2:35][N:34]([C:37]([CH3:42])([CH3:41])[C:38]([NH2:40])=[O:39])[CH2:33][CH2:32]3)=[CH:27][C:25]=2[N:26]=1.C(=O)([O-])[O-].[Na+].[Na+].C(P(C(C)(C)C)C(C)(C)C)(C)(C)C>O1CCOCC1.C(Cl)Cl.C1(C)C=CC=CC=1.C1C=CC(P(C2C=CC=CC=2)[C-]2C=CC=C2)=CC=1.C1C=CC(P(C2C=CC=CC=2)[C-]2C=CC=C2)=CC=1.Cl[Pd]Cl.[Fe+2].C([O-])(=O)C.[Pd+2].C([O-])(=O)C>[NH2:12][C:5]1[C:6]2[C:11](=[CH:10][CH:9]=[CH:8][CH:7]=2)[C:2]([C:21]2[N:22]=[C:23]([N:43]3[CH2:44][CH2:45][O:46][CH2:47][CH2:48]3)[C:24]3[S:29][C:28]([CH2:30][N:31]4[CH2:32][CH2:33][N:34]([C:37]([CH3:42])([CH3:41])[C:38]([NH2:40])=[O:39])[CH2:35][CH2:36]4)=[CH:27][C:25]=3[N:26]=2)=[CH:3][N:4]=1 |f:1.2,5.6.7,12.13.14.15,16.17.18|. Procedure details: A mixture of 4-bromoisoquinolin-1-amine (126 mg, 0.565 mmol), bispinacol ester boronate (358 mg, 1.41 mmol), and potassium acetate (333 mg, 3.39 mmol) in 1,4-dioxane (4.6 mL) was sparged with N2 for 10 min. [1,1′-bis(diphenylphosphino)ferrocene]dichloropalladium(II), complex with dichloromethane (1:1) (23.1 mg, 0.0282 mmol) was added. The mixture was sealed under N2 and heated at 80° C. for 20 h, diluted with DCM, the contents were filtered, washed with DCM, and concentrated. The crude product w... The reactants are COCC(=O)N(CCP(C)(C)=S)CC(C)(C)SCc1ccccc1, Cc1ccccc1, Cl, C1CCOC1. Yields the product COCCN(CCP(C)(C)=S)CC(C)(C)SCc1ccccc1. Reaction SMILES: [CH2:1]([c:2]1[cH:3][cH:4][cH:5][cH:6][cH:7]1)[S:8][C:9]([CH2:10][N:11]([C:12]([CH2:13][O:14][CH3:15])=[O:16])[CH2:17][CH2:18][P:19](=[S:20])([CH3:21])[CH3:22])([CH3:23])[CH3:24].[CH3:26][c:27]1[cH:28][cH:29][cH:30][cH:31][cH:32]1.[ClH:25].[O:33]1[CH2:34][CH2:35][CH2:36][CH2:37]1>>[CH2:1]([c:2]1[cH:3][cH:4][cH:5][cH:6][cH:7]1)[S:8][C:9]([CH2:10][N:11]([CH2:12][CH2:13][O:14][CH3:15])[CH2:17][CH2:18][P:19](=[S:20])([CH3:21])[CH3:22])([CH3:23])[CH3:24]. The product is C=CCOc1cc([N+](=O)[O-])c(Cl)cc1N. Reactants: C=CCBr, [K+], [K+], Nc1cc(Cl)c([N+](=O)[O-])cc1O, O=C([O-])[O-], CN(C)C=O. RXN SMILES: [CH2:13]([CH:14]=[CH2:15])[Br:16].[K+:17].[K+:18].[NH2:1][c:2]1[c:3]([OH:12])[cH:4][c:5]([N+:9](=[O:10])[O-:11])[c:6]([Cl:8])[cH:7]1.[O-:19][C:20]([O-:21])=[O:22].[O:23]=[CH:24][N:25]([CH3:26])[CH3:27]>>[NH2:1][c:2]1[c:3]([O:12][CH2:15][CH:14]=[CH2:13])[cH:4][c:5]([N+:9](=[O:10])[O-:11])[c:6]([Cl:8])[cH:7]1.